From a dataset of the Open Reaction Database (ORD), a public repository of structured organic reaction records. describe an organic reaction: reactants, conditions, products, and yield Reactants: Cc1cc(N2CCC(N3CCCC3C)C2)ccc1N, O=C(O)c1ccc(-n2ccnc2)cc1. Product: Cc1cc(N2CCC(N3CCCC3C)C2)ccc1NC(=O)c1ccc(-n2ccnc2)cc1. RXN SMILES: [CH3:1][c:2]1[c:3]([NH2:19])[cH:4][cH:5][c:6]([N:8]2[CH2:9][CH:10]([N:13]3[CH:14]([CH3:18])[CH2:15][CH2:16][CH2:17]3)[CH2:11][CH2:12]2)[cH:7]1.[n:20]1(-[c:25]2[cH:26][cH:27][c:28]([C:29](=[O:30])[OH:31])[cH:32][cH:33]2)[cH:21][n:22][cH:23][cH:24]1>>[CH3:1][c:2]1[c:3]([NH:19][C:29]([c:28]2[cH:27][cH:26][c:25](-[n:20]3[cH:21][n:22][cH:23][cH:24]3)[cH:33][cH:32]2)=[O:30])[cH:4][cH:5][c:6]([N:8]2[CH2:9][CH:10]([N:13]3[CH:14]([CH3:18])[CH2:15][CH2:16][CH2:17]3)[CH2:11][CH2:12]2)[cH:7]1. Procedure details: By a procedure similar to that of example 1.59.2, starting from 1-(4-ethylphenyl)-3-phenylprop-2-en-1-one and diethyl malonate, diethyl 2-[3-(4-ethylphenyl)-3-oxo-1-phenylpropyl]malonate was obtained as colourless solid. Starting materials: C(C)C1=CC=C(C=C1)C(C=CC1=CC=CC=C1)=O (1-(4-ethylphenyl)-3-phenylprop-2-en-1-one), C(CC(=O)OCC)(=O)OCC (diethyl malonate). RXN SMILES: [CH2:1]([C:3]1[CH:8]=[CH:7][C:6]([C:9](=[O:18])[CH:10]=[CH:11][C:12]2[CH:17]=[CH:16][CH:15]=[CH:14][CH:13]=2)=[CH:5][CH:4]=1)[CH3:2].[C:19]([O:27][CH2:28][CH3:29])(=[O:26])[CH2:20][C:21]([O:23][CH2:24][CH3:25])=[O:22]>>[CH2:1]([C:3]1[CH:8]=[CH:7][C:6]([C:9](=[O:18])[CH2:10][CH:11]([CH:20]([C:21]([O:23][CH2:24][CH3:25])=[O:22])[C:19]([O:27][CH2:28][CH3:29])=[O:26])[C:12]2[CH:17]=[CH:16][CH:15]=[CH:14][CH:13]=2)=[CH:5][CH:4]=1)[CH3:2]. Yields the product C(C)C1=CC=C(C=C1)C(CC(C1=CC=CC=C1)C(C(=O)OCC)C(=O)OCC)=O (diethyl 2-[3-(4-ethylphenyl)-3-oxo-1-phenylpropyl]malonate).